Dataset: the Open Reaction Database (ORD), a public repository of structured organic reaction records. Task: describe an organic reaction: reactants, conditions, products, and yield The reactants are [BH4-], O=Cc1ccccc1OCc1ccccc1, CCCCP(CCCC)CCCC, CO, CCOC(=O)CCc1cc(F)c(O)c(F)c1, O=C(N=NC(=O)N1CCCCC1)N1CCCCC1, [Na+], O. Yields the product CCOC(=O)CCc1cc(F)c(OCc2ccccc2OCc2ccccc2)c(F)c1. RXN SMILES: [BH4-:17].[CH2:1]([c:2]1[cH:3][cH:4][cH:5][cH:6][cH:7]1)[O:8][c:9]1[c:10]([CH:11]=[O:12])[cH:13][cH:14][cH:15][cH:16]1.[CH2:35]([P:36]([CH2:37][CH2:38][CH2:39][CH3:40])[CH2:41][CH2:42][CH2:43][CH3:44])[CH2:45][CH2:46][CH3:47].[CH3:66][OH:67].[F:19][c:20]1[cH:21][c:22]([CH2:28][CH2:29][C:30](=[O:31])[O:32][CH2:33][CH3:34])[cH:23][c:24]([F:27])[c:25]1[OH:26].[N:48]([C:49]([N:50]1[CH2:51][CH2:52][CH2:53][CH2:54][CH2:55]1)=[O:56])=[N:57][C:58]([N:59]1[CH2:60][CH2:61][CH2:62][CH2:63][CH2:64]1)=[O:65].[Na+:18].[OH2:68]>>[CH2:1]([c:2]1[cH:3][cH:4][cH:5][cH:6][cH:7]1)[O:8][c:9]1[c:10]([CH2:11][O:12][c:25]2[c:20]([F:19])[cH:21][c:22]([CH2:28][CH2:29][C:30](=[O:31])[O:32][CH2:33][CH3:34])[cH:23][c:24]2[F:27])[cH:13][cH:14][cH:15][cH:16]1. Reactants: [O-]CC.[Na+] (sodium ethoxide), C(C)O (ethanol), CS(=O)(=O)NC1=CC2=C(NC(=NS2(=O)=O)CC(=O)O)C=C1 ((7-methanesulfonylamino-1,1-dioxo-1,4-dihydro-1λ6-benzo[1,2,4]thiadiazin-3-yl)-acetic acid), C(C)OC(=O)C1C(CCC1)NCCC1=CC=CC=C1 (2-phenethylamino-cyclopentanecarboxylic acid ethyl ester), CN1CCOCC1 (N-methylmorpholine), Cl.CN(CCCN=C=NCC)C (1-(3-dimethylaminopropyl)-3-ethylcarbodiimide hydrochloride). Solvent: C(C)(=O)O (acetic acid), CN(C=O)C (N,N-dimethylformamide). Conditions: temperature 25 celsius, time 4 hour. Product: OC1=C(C(N([C@H]2CCC[C@@H]12)CCC1=CC=CC=C1)=O)C1=NS(C2=C(N1)C=CC(=C2)NS(=O)(=O)C)(=O)=O (cis-N-[3-(4-hydroxy-2-oxo-1-phenethyl-2,4a,5,6,7,7a-hexahydro-1H-[1]pyrindin-3-yl)-1,1-dioxo-1,4-dihydro-1λ6-benzo[1,2,4]thiadiazin-7-yl]-methanesulfonamide). The yield is 22.7%. As a reaction SMILES: [CH3:1][S:2]([NH:5][C:6]1[CH:21]=[CH:20][C:9]2[NH:10][C:11]([CH2:16][C:17](O)=[O:18])=[N:12][S:13](=[O:15])(=[O:14])[C:8]=2[CH:7]=1)(=[O:4])=[O:3].C([O:24][C:25]([CH:27]1[CH2:31][CH2:30][CH2:29][CH:28]1[NH:32][CH2:33][CH2:34][C:35]1[CH:40]=[CH:39][CH:38]=[CH:37][CH:36]=1)=O)C.CN1CCOCC1.Cl.CN(C)CCCN=C=NCC.[O-]CC.[Na+].C(O)C>CN(C)C=O.C(O)(=O)C>[OH:24][C:25]1[C@H:27]2[C@H:28]([CH2:29][CH2:30][CH2:31]2)[N:32]([CH2:33][CH2:34][C:35]2[CH:36]=[CH:37][CH:38]=[CH:39][CH:40]=2)[C:17](=[O:18])[C:16]=1[C:11]1[NH:10][C:9]2[CH:20]=[CH:21][C:6]([NH:5][S:2]([CH3:1])(=[O:4])=[O:3])=[CH:7][C:8]=2[S:13](=[O:15])(=[O:14])[N:12]=1 |f:3.4,5.6|. Procedure details: A solution of (7-methanesulfonylamino-1,1-dioxo-1,4-dihydro-1λ6-benzo[1,2,4]thiadiazin-3-yl)-acetic acid (prepared as described in Example 1j, 0.100 g, 0.300 mmol) and 2-phenethylamino-cyclopentanecarboxylic acid ethyl ester (0.078 g, 0.300 mmol) in N,N-dimethylformamide (1.5 mL) was treated with N-methylmorpholine (63.7 mg, 0.63 mmol), 1-(3-dimethylaminopropyl)-3-ethylcarbodiimide hydrochloride (60.4 mg, 0.315 mmol) and stirred at 25° C. for 4 h. The solvent was removed in vacuo. The crude mate...